From a dataset of the Open Reaction Database (ORD), a public repository of structured organic reaction records. describe an organic reaction: reactants, conditions, products, and yield The reactants are N1CC(C1)C1=CC2=C(C=3N=C(SC3CCO2)C=2N(N=CN2)C(C)C)C=C1 (8-azetidin-3-yl-2-(2-isopropyl-2H-[1,2,4]triazol-3-yl)-4,5-dihydro-6-oxa-3-thia-1-aza-benzo[e]azulene), C(C)(C)N(CC)C(C)C (diisopropylethylamine), C(C)(C)S(=O)(=O)Cl (isopropylsulfonyl chloride). The product is C(C)(C)N1N=CN=C1C=1SC=2CCOC3=C(C2N1)C=CC(=C3)C3CN(C3)S(=O)(=O)C(C)C (2-(2-Isopropyl-2H-[1,2,4]triazol-3-yl)-8-[1-(propane-2-sulfonyl)-azetidin-3-yl]-4,5-dihydro-6-oxa-3-thia-1-aza-benzo[e]azulene). As a reaction SMILES: [NH:1]1[CH2:4][CH:3]([C:5]2[CH:26]=[CH:25][C:8]3[C:9]4[N:10]=[C:11]([C:17]5[N:18]([CH:22]([CH3:24])[CH3:23])[N:19]=[CH:20][N:21]=5)[S:12][C:13]=4[CH2:14][CH2:15][O:16][C:7]=3[CH:6]=2)[CH2:2]1.C(N(C(C)C)CC)(C)C.[CH:36]([S:39](Cl)(=[O:41])=[O:40])([CH3:38])[CH3:37]>>[CH:22]([N:18]1[C:17]([C:11]2[S:12][C:13]3[CH2:14][CH2:15][O:16][C:7]4[CH:6]=[C:5]([CH:3]5[CH2:4][N:1]([S:39]([CH:36]([CH3:38])[CH3:37])(=[O:41])=[O:40])[CH2:2]5)[CH:26]=[CH:25][C:8]=4[C:9]=3[N:10]=2)=[N:21][CH:20]=[N:19]1)([CH3:24])[CH3:23]. Procedure details: Following the procedure for 395, 8-azetidin-3-yl-2-(2-isopropyl-2H-[1,2,4]triazol-3-yl)-4,5-dihydro-6-oxa-3-thia-1-aza-benzo[e]azulene free base 235, diisopropylethylamine and isopropylsulfonyl chloride were reacted. The reaction mixture was loaded directly onto a silica column with no aqueous work-up to give 321 isolated as a solid (57 mg, 25%). LCMS: RT=12.20 min, [M+H]+=474. 1H NMR δ (ppm) (CDCl3): 8.39 (1H, d, J=8.20 Hz), 7.93 (1H, s), 7.21 (1H, dd, J=8.21, 1.89 Hz), 7.06 (1H, d, J=1.84 Hz),... Starting materials: CCCCP(=CC#N)(CCCC)CCCC, CCOC(C)=O, CCCCCC, Cc1ccccc1, O=S(=O)(Cc1cc(F)ccc1F)c1ccc(Cl)cc1, OCc1ccccn1. Product: O=S(=O)(c1ccc(Cl)cc1)C(Cc1ccccn1)c1cc(F)ccc1F. As a reaction SMILES: [C:28]([CH:29]=[P:30]([CH2:31][CH2:32][CH2:33][CH3:34])([CH2:35][CH2:36][CH2:37][CH3:38])[CH2:39][CH2:40][CH2:41][CH3:42])#[N:43].[C:50]([O:51][CH2:52][CH3:53])(=[O:54])[CH3:55].[CH3:44][CH2:45][CH2:46][CH2:47][CH2:48][CH3:49].[CH3:56][c:57]1[cH:58][cH:59][cH:60][cH:61][cH:62]1.[Cl:1][c:2]1[cH:3][cH:4][c:5]([S:8](=[O:9])(=[O:10])[CH2:11][c:12]2[c:13]([F:19])[cH:14][cH:15][c:16]([F:18])[cH:17]2)[cH:6][cH:7]1.[n:20]1[c:21]([CH2:26][OH:27])[cH:22][cH:23][cH:24][cH:25]1>>[Cl:1][c:2]1[cH:3][cH:4][c:5]([S:8](=[O:9])(=[O:10])[CH:11]([c:12]2[c:13]([F:19])[cH:14][cH:15][c:16]([F:18])[cH:17]2)[CH2:26][c:21]2[n:20][cH:25][cH:24][cH:23][cH:22]2)[cH:6][cH:7]1. The reactants are OC1CC(N(C(C1)(C)C)OC)(C)C (4-hydroxy-1-methoxy-2, 2,6,6-tetramethylpiperidine), C(C)(C)(C)C1=CC2=C(OP(OC3=C2C=C(C=C3C(C)(C)C)C(C)(C)C)Cl)C(=C1)C(C)(C)C (2,4,8,10-tetra-tert-butyl-6-chlorodibenzo [d,f][1,3,2]dioxaphosphepin). Yields the product C(C)(C)(C)C1=CC2=C(OP(OC3=C2C=C(C=C3C(C)(C)C)C(C)(C)C)OC3CC(N(C(C3)(C)C)OC)(C)C)C(=C1)C(C)(C)C (2,4,8,10-Tetra-tert-butyl-6-(1-methoxy-2,2,6,6-tetramethylpiperidin-4-yloxy) dibenzo[d,f][1,3,2]dioxaphosphepin). RXN SMILES: [OH:1][CH:2]1[CH2:7][C:6]([CH3:9])([CH3:8])[N:5]([O:10][CH3:11])[C:4]([CH3:13])([CH3:12])[CH2:3]1.[C:14]([C:18]1[CH:41]=[C:40]([C:42]([CH3:45])([CH3:44])[CH3:43])[C:21]2[O:22][P:23](Cl)[O:24][C:25]3[C:30]([C:31]([CH3:34])([CH3:33])[CH3:32])=[CH:29][C:28]([C:35]([CH3:38])([CH3:37])[CH3:36])=[CH:27][C:26]=3[C:20]=2[CH:19]=1)([CH3:17])([CH3:16])[CH3:15]>>[C:35]([C:28]1[CH:29]=[C:30]([C:31]([CH3:34])([CH3:33])[CH3:32])[C:25]2[O:24][P:23]([O:1][CH:2]3[CH2:7][C:6]([CH3:8])([CH3:9])[N:5]([O:10][CH3:11])[C:4]([CH3:13])([CH3:12])[CH2:3]3)[O:22][C:21]3[C:40]([C:42]([CH3:44])([CH3:43])[CH3:45])=[CH:41][C:18]([C:14]([CH3:17])([CH3:16])[CH3:15])=[CH:19][C:20]=3[C:26]=2[CH:27]=1)([CH3:38])([CH3:37])[CH3:36]. Reported procedure: The title compound is prepared from 4-hydroxy-1-methoxy-2, 2,6,6-tetramethylpiperidine and 2,4,8,10-tetra-tert-butyl-6-chlorodibenzo [d,f][1,3,2]dioxaphosphepin according to the procedure of Example 1C. Yield: 80.2%. Conditions: time 4 hour. The solvent is ClCCl (dichloromethane). The product is COC1=C(C(=C(C=C1)Br)OC)C1=C(C=CC=C1)C (1,3-Dimethoxy-2-(Tol-2-yl)-4-Bromobenzene). The reactants are COC1=C(C(=CC=C1)OC)C1=C(C=CC=C1)C (1,3-Dimethoxy-2-(Tol-2-yl)-Benzene), BrN1C(CCC1=O)=O (N-bromosuccinimide), Cl(=O)(=O)(=O)O (perchloric acid). Procedure: 1,3-Dimethoxy-2-(tol-2-yl)-benzene 1, (10 g, 43.86 mmol), N-bromosuccinimide (8.26 g, 46.4 mmol), and perchloric acid (70%, 0.5 ml) were mixed in dichloromethane (200 ml) and stirred for 4 hrs at room temperature. The reaction mixture was quenched with sodium bicarbonate solution (5%, 100 ml), the dichloromethane layer was washed with water (100 ml), brine (100 ml), and the solvent was removed. The crude product was purified by silica-gel chromatography eluting with hexane and ethyl acetate (0% ... As a reaction SMILES: [CH3:1][O:2][C:3]1[CH:8]=[CH:7][CH:6]=[C:5]([O:9][CH3:10])[C:4]=1[C:11]1[CH:16]=[CH:15][CH:14]=[CH:13][C:12]=1[CH3:17].[Br:18]N1C(=O)CCC1=O.Cl(O)(=O)(=O)=O>ClCCl>[CH3:10][O:9][C:5]1[CH:6]=[CH:7][C:8]([Br:18])=[C:3]([O:2][CH3:1])[C:4]=1[C:11]1[CH:16]=[CH:15][CH:14]=[CH:13][C:12]=1[CH3:17]. Starting materials: CCCCC(NC(=O)C1CCC(CNC(=O)OCc2ccccc2)CC1)C(=O)OC, CO, [H][H], [Pd]. Yields the product CCCCC(NC(=O)C1CCC(CN)CC1)C(=O)OC. RXN SMILES: [CH2:1]([O:2][C:3](=[O:4])[NH:11][CH2:12][CH:13]1[CH2:14][CH2:15][CH:16]([C:19](=[O:20])[NH:21][CH:22]([CH2:23][CH2:24][CH2:25][CH3:26])[C:27](=[O:28])[O:29][CH3:30])[CH2:17][CH2:18]1)[c:5]1[cH:6][cH:7][cH:8][cH:9][cH:10]1.[CH3:33][OH:34].[H:31][H:32].[Pd:35]>>[NH2:11][CH2:12][CH:13]1[CH2:14][CH2:15][CH:16]([C:19](=[O:20])[NH:21][CH:22]([CH2:23][CH2:24][CH2:25][CH3:26])[C:27](=[O:28])[O:29][CH3:30])[CH2:17][CH2:18]1. Starting materials: C1CCOC1, COC(=O)CCC[Zn+], [I-], CC(C)(C)OC(=O)c1cccc(I)c1, c1ccc(P(c2ccccc2)(c2ccccc2)[Pd](P(c2ccccc2)(c2ccccc2)c2ccccc2)(P(c2ccccc2)(c2ccccc2)c2ccccc2)P(c2ccccc2)(c2ccccc2)c2ccccc2)cc1. Yields the product COC(=O)CCCc1cccc(C(=O)OC(C)(C)C)c1. Reaction SMILES: [CH2:24]1[O:25][CH2:26][CH2:27][CH2:28]1.[CH3:16][O:17][C:18](=[O:19])[CH2:20][CH2:21][CH2:22][Zn+:23].[I-:15].[I:1][c:2]1[cH:3][c:4]([C:5](=[O:6])[O:7][C:8]([CH3:9])([CH3:10])[CH3:11])[cH:12][cH:13][cH:14]1.[cH:29]1[cH:30][cH:31][c:32]([P:33]([Pd:34]([P:35]([c:36]2[cH:37][cH:38][cH:39][cH:40][cH:41]2)([c:42]2[cH:43][cH:44][cH:45][cH:46][cH:47]2)[c:48]2[cH:49][cH:50][cH:51][cH:52][cH:53]2)([P:54]([c:55]2[cH:56][cH:57][cH:58][cH:59][cH:60]2)([c:61]2[cH:62][cH:63][cH:64][cH:65][cH:66]2)[c:67]2[cH:68][cH:69][cH:70][cH:71][cH:72]2)[P:73]([c:74]2[cH:75][cH:76][cH:77][cH:78][cH:79]2)([c:80]2[cH:81][cH:82][cH:83][cH:84][cH:85]2)[c:86]2[cH:87][cH:88][cH:89][cH:90][cH:91]2)([c:92]2[cH:93][cH:94][cH:95][cH:96][cH:97]2)[c:98]2[cH:99][cH:100][cH:101][cH:102][cH:103]2)[cH:104][cH:105]1>>[c:2]1([CH2:22][CH2:21][CH2:20][C:18]([O:17][CH3:16])=[O:19])[cH:3][c:4]([C:5](=[O:6])[O:7][C:8]([CH3:9])([CH3:10])[CH3:11])[cH:12][cH:13][cH:14]1. The reactants are FC1=CC=C(OC2CN(C2)C(=O)Cl)C=C1 (3-(4-fluorophenoxy)-1-azetidinecarbonyl chloride), C(C1=CC=CC=C1)N1CCNCC1 (1-benzylpiperazine). The solvent is O (water), C(Cl)Cl (methylene chloride). Conditions: time 18 hour. The product is FC1=CC=C(OC2CN(C2)C(=O)N2CCN(CC2)CC2=CC=CC=C2)C=C1 (1-[3-(4-Fluorophenoxy)-1-azetidinylcarbonyl]-4-(phenylmethyl)piperazine). Isolated yield 108.3%. RXN SMILES: [F:1][C:2]1[CH:15]=[CH:14][C:5]([O:6][CH:7]2[CH2:10][N:9]([C:11](Cl)=[O:12])[CH2:8]2)=[CH:4][CH:3]=1.[CH2:16]([N:23]1[CH2:28][CH2:27][NH:26][CH2:25][CH2:24]1)[C:17]1[CH:22]=[CH:21][CH:20]=[CH:19][CH:18]=1>C(Cl)Cl.O>[F:1][C:2]1[CH:15]=[CH:14][C:5]([O:6][CH:7]2[CH2:10][N:9]([C:11]([N:26]3[CH2:27][CH2:28][N:23]([CH2:16][C:17]4[CH:18]=[CH:19][CH:20]=[CH:21][CH:22]=4)[CH2:24][CH2:25]3)=[O:12])[CH2:8]2)=[CH:4][CH:3]=1. Procedure: A stirred solution of 6.9 g (0.03 mole) of 3-(4-fluorophenoxy)-1-azetidinecarbonyl chloride in 60 ml of methylene chloride was treated with 10.8 g (0.06 mole) of 1-benzylpiperazine, added dropwise. After stirring for 18 hr, the reaction mixture was diluted with 200 ml of water and stirred for an additional 1 hr. The methylene chloride portion was separated and the aqueous portion was extracted with 2×25 ml of methylene chloride. The methylene chloride portions were combined, dried and concentrat... The reactants are CC1(C)C2CCC(NS(=O)(=O)c3ccc(C#CCCO)cc3)C1C2, CCO. Product: CC1(C)C2CCC(NS(=O)(=O)c3ccc(CCCCO)cc3)C1C2. As a reaction SMILES: [CH3:1][C:2]1([CH3:24])[CH:3]2[CH2:4][CH2:5][CH:6]([NH:9][S:10](=[O:11])(=[O:12])[c:13]3[cH:14][cH:15][c:16]([C:19]#[C:20][CH2:21][CH2:22][OH:23])[cH:17][cH:18]3)[CH:7]1[CH2:8]2.[CH3:25][CH2:26][OH:27]>>[CH3:1][C:2]1([CH3:24])[CH:3]2[CH2:4][CH2:5][CH:6]([NH:9][S:10](=[O:11])(=[O:12])[c:13]3[cH:14][cH:15][c:16]([CH2:19][CH2:20][CH2:21][CH2:22][OH:23])[cH:17][cH:18]3)[CH:7]1[CH2:8]2.